Task: describe an organic reaction: reactants, conditions, products, and yield. Dataset: the Open Reaction Database (ORD), a public repository of structured organic reaction records Reactants: C(Cl)Cl (methylene chloride), ClC=1C(=CC(=NC1)N(CCO)C)C(C1=C(C=CC(=C1)F)F)S(=O)(=O)C1=CC=C(C=C1)Cl (2-[[5-chloro-4-[(4-chlorophenylsulfonyl)-(2,5-difluorophenyl)methyl]pyridin-2-yl](methyl)amino]ethanol), C(C)N=C=O (ethyl isocyanate). The solvent is N1=CC=CC=C1 (pyridine). Reaction conditions: time 19 hour. The product is C(C)NC(OCCN(C)C1=NC=C(C(=C1)C(C1=C(C=CC(=C1)F)F)S(=O)(=O)C1=CC=C(C=C1)Cl)Cl)=O (2-[[5-Chloro-4-[(4-chlorophenylsulfonyl)-(2,5-difluorophenyl)methyl]pyridin-2-yl](methyl)amino]ethyl ethylcarbamate). Yield: 74.0%. RXN SMILES: C(Cl)Cl.[Cl:4][C:5]1[C:6]([CH:16]([S:25]([C:28]2[CH:33]=[CH:32][C:31]([Cl:34])=[CH:30][CH:29]=2)(=[O:27])=[O:26])[C:17]2[CH:22]=[C:21]([F:23])[CH:20]=[CH:19][C:18]=2[F:24])=[CH:7][C:8]([N:11]([CH3:15])[CH2:12][CH2:13][OH:14])=[N:9][CH:10]=1.[CH2:35]([N:37]=[C:38]=[O:39])[CH3:36]>N1C=CC=CC=1>[CH2:35]([NH:37][C:38](=[O:39])[O:14][CH2:13][CH2:12][N:11]([C:8]1[CH:7]=[C:6]([CH:16]([S:25]([C:28]2[CH:29]=[CH:30][C:31]([Cl:34])=[CH:32][CH:33]=2)(=[O:27])=[O:26])[C:17]2[CH:22]=[C:21]([F:23])[CH:20]=[CH:19][C:18]=2[F:24])[C:5]([Cl:4])=[CH:10][N:9]=1)[CH3:15])[CH3:36]. Procedure details: To a methylene chloride (1.0 ml) solution of 2-[[5-chloro-4-[(4-chlorophenylsulfonyl)-(2,5-difluorophenyl)methyl]pyridin-2-yl](methyl)amino]ethanol (73 mg, 0.15 mmol) was added pyridine (0.5 ml), followed by further addition of ethyl isocyanate (100 μl). The resulting mixture was stirred for 19 hours. After the reaction mixture was concentrated under reduced pressure, the residue thus obtained was purified by silica gel chromatography (hexane:ethyl acetate=3:1) to yield the title compound (65 mg... Reactants: C1COCCOCCOCCOCCOCCO1, C1CCOC1, CC(C)(C)[O-], CCc1cc(NCc2ccc(-c3ccccc3-c3nnn(C(c4ccccc4)(c4ccccc4)c4ccccc4)n3)cc2)c(Cl)c(CC)n1, CI, [K+]. Yields the product CCc1cc(N(C)Cc2ccc(-c3ccccc3-c3nnn(C(c4ccccc4)(c4ccccc4)c4ccccc4)n3)cc2)c(Cl)c(CC)n1. RXN SMILES: [CH2:56]1[O:57][CH2:58][CH2:59][O:60][CH2:61][CH2:62][O:63][CH2:64][CH2:65][O:66][CH2:67][CH2:68][O:69][CH2:70][CH2:71][O:72][CH2:73]1.[CH2:76]1[O:77][CH2:78][CH2:79][CH2:80]1.[CH3:50][C:51]([CH3:52])([O-:53])[CH3:54].[Cl:1][c:2]1[c:3]([CH2:48][CH3:49])[n:4][c:5]([CH2:46][CH3:47])[cH:6][c:7]1[NH:8][CH2:9][c:10]1[cH:11][cH:12][c:13](-[c:16]2[c:17](-[c:22]3[n:23][n:24][n:25]([C:27]([c:28]4[cH:29][cH:30][cH:31][cH:32][cH:33]4)([c:34]4[cH:35][cH:36][cH:37][cH:38][cH:39]4)[c:40]4[cH:41][cH:42][cH:43][cH:44][cH:45]4)[n:26]3)[cH:18][cH:19][cH:20][cH:21]2)[cH:14][cH:15]1.[I:74][CH3:75].[K+:55]>>[Cl:1][c:2]1[c:3]([CH2:48][CH3:49])[n:4][c:5]([CH2:46][CH3:47])[cH:6][c:7]1[N:8]([CH2:9][c:10]1[cH:11][cH:12][c:13](-[c:16]2[c:17](-[c:22]3[n:23][n:24][n:25]([C:27]([c:28]4[cH:29][cH:30][cH:31][cH:32][cH:33]4)([c:34]4[cH:35][cH:36][cH:37][cH:38][cH:39]4)[c:40]4[cH:41][cH:42][cH:43][cH:44][cH:45]4)[n:26]3)[cH:18][cH:19][cH:20][cH:21]2)[cH:14][cH:15]1)[CH3:50]. The reactants are Intermediate 223E, OCCC1=CC=C(C=C1)N\N=C\C(=O)OCC ((E)-ethyl 2-(2-(4-(2-hydroxyethyl)phenyl)hydrazono)acetate), [N+](=O)([O-])C(=CC1=C(C=C(C(=O)OC(C)(C)C)C=C1)C(=O)N1CC2=CC=CC=C2CC1)CCCC (tert-butyl 4-(2-nitrohex-1-enyl)-3-(1,2,3,4-tetrahydroisoquinoline-2-carbonyl)benzoate). Yields the product C(C)(C)(C)OC(=O)C1=CC(=C(C=C1)C=1C(=NN(C1CCCC)C1=CC=C(C=C1)CCO)C(=O)OCC)C(=O)N1CC2=CC=CC=C2CC1 (Ethyl 4-(4-(tert-butoxycarbonyl)-2-(1,2,3,4-tetrahydroisoquinoline-2-carbonyl)phenyl)-5-butyl-1-(4-(2-hydroxyethyl)phenyl)-1H-pyrazole-3-carboxylate). The yield is 17.1%. Reaction SMILES: [OH:1][CH2:2][CH2:3][C:4]1[CH:9]=[CH:8][C:7]([NH:10]/[N:11]=[CH:12]/[C:13]([O:15][CH2:16][CH3:17])=[O:14])=[CH:6][CH:5]=1.[N+]([C:21]([CH2:48][CH2:49][CH2:50][CH3:51])=[CH:22][C:23]1[CH:35]=[CH:34][C:26]([C:27]([O:29][C:30]([CH3:33])([CH3:32])[CH3:31])=[O:28])=[CH:25][C:24]=1[C:36]([N:38]1[CH2:47][CH2:46][C:45]2[C:40](=[CH:41][CH:42]=[CH:43][CH:44]=2)[CH2:39]1)=[O:37])([O-])=O>>[C:30]([O:29][C:27]([C:26]1[CH:34]=[CH:35][C:23]([C:22]2[C:12]([C:13]([O:15][CH2:16][CH3:17])=[O:14])=[N:11][N:10]([C:7]3[CH:6]=[CH:5][C:4]([CH2:3][CH2:2][OH:1])=[CH:9][CH:8]=3)[C:21]=2[CH2:48][CH2:49][CH2:50][CH3:51])=[C:24]([C:36]([N:38]2[CH2:47][CH2:46][C:45]3[C:40](=[CH:41][CH:42]=[CH:43][CH:44]=3)[CH2:39]2)=[O:37])[CH:25]=1)=[O:28])([CH3:31])([CH3:32])[CH3:33]. Procedure: Following a procedure analogous to that for the synthesis of Intermediate 223E, (E)-ethyl 2-(2-(4-(2-hydroxyethyl)phenyl)hydrazono)acetate (61 mg, 0.26 mmol) and tert-butyl 4-(2-nitrohex-1-enyl)-3-(1,2,3,4-tetrahydroisoquinoline-2-carbonyl)benzoate (120 mg, 0.26 mmol) were converted to the title compound (29 mg, 17%) as a pale yellow oil. 1H NMR (CDCl3, 1:1 mixture of amide rotamers) δ 8.10 (dd, J=8, 2 Hz, 1H), 8.05-8.03 (m, 1H), 7.44-6.82 (m, 9H), 5.02-4.98 (m, 1H), 4.48-4.38 (m, 1H), 4.32-4.26...